Dataset: the Open Reaction Database (ORD), a public repository of structured organic reaction records. Task: describe an organic reaction: reactants, conditions, products, and yield The reactants are BrCC=1C(=C(C=C(C1F)F)N1CCOCC1)F (4-(3-(bromomethyl)-2,4,5-trifluorophenyl)morpholine), ClC1=NC=C2C(=N1)NN=C2 (6-chloro-1H-pyrazolo[3,4-d]pyrimidine). The product is ClC1=NC=C2C(=N1)N(N=C2)CC=2C(=C(C=C(C2F)F)N2CCOCC2)F (4-(3-((6-chloro-1H-pyrazolo[3,4-d]pyrimidin-1-yl)methyl)-2,4,5-trifluorophenyl)morpholine). RXN SMILES: Br[CH2:2][C:3]1[C:4]([F:17])=[C:5]([N:11]2[CH2:16][CH2:15][O:14][CH2:13][CH2:12]2)[CH:6]=[C:7]([F:10])[C:8]=1[F:9].[Cl:18][C:19]1[N:24]=[C:23]2[NH:25][N:26]=[CH:27][C:22]2=[CH:21][N:20]=1>>[Cl:18][C:19]1[N:24]=[C:23]2[N:25]([CH2:2][C:3]3[C:4]([F:17])=[C:5]([N:11]4[CH2:16][CH2:15][O:14][CH2:13][CH2:12]4)[CH:6]=[C:7]([F:10])[C:8]=3[F:9])[N:26]=[CH:27][C:22]2=[CH:21][N:20]=1. Reported procedure: 4-(3-(bromomethyl)-2,4,5-trifluorophenyl)morpholine and 6-chloro-1H-pyrazolo[3,4-d]pyrimidine were coupled as in Procedure D (Step ii) to afford 4-(3-((6-chloro-1H-pyrazolo[3,4-d]pyrimidin-1-yl)methyl)-2,4,5-trifluorophenyl)morpholine followed by Procedure D (Step i) using tert-butyl 4-amino-1H-pyrazole-1-carboxylate to afford the title product. 1H NMR (d6-DMSO) δ 12.55 (s, 1H), 9.87 (br s, 1H), 8.89 (s, 1H), 8.15 (br s, 1H), 8.00 (s, 1H), 7.70 (s, 1H), 7.21-7.14 (m, 1H), 5.58 (s, 2H), 3.68 (t, ... The reactants are BrC=1SC2=C(N1)C(=CC=C2)Cl (2-bromo-4-chlorobenzothiazole), NC1=C(C=C(C=C1)CC(=O)OC)Cl (methyl 4-amino-3-chlorophenylacetate), [NH+]1=CC=CC=C1.CC=1C=CC(=CC1)S(=O)(=O)O (pyridinium•p-toluenesulfonate). Run in C=1(C(=CC=CC1)C)C (xylene). The product is ClC1=CC=CC2=C1N=C(S2)NC2=C(C=C(C=C2)CC(=O)OC)Cl (methyl (4-(4-chloro-2-benzothiazolyl)amino-3-chlorophenyl)acetate). Yield: 58.2%. RXN SMILES: Br[C:2]1[S:3][C:4]2[CH:10]=[CH:9][CH:8]=[C:7]([Cl:11])[C:5]=2[N:6]=1.[NH2:12][C:13]1[CH:18]=[CH:17][C:16]([CH2:19][C:20]([O:22][CH3:23])=[O:21])=[CH:15][C:14]=1[Cl:24].[NH+]1C=CC=CC=1.CC1C=CC(S(O)(=O)=O)=CC=1>C1(C)C(C)=CC=CC=1>[Cl:11][C:7]1[C:5]2[N:6]=[C:2]([NH:12][C:13]3[CH:18]=[CH:17][C:16]([CH2:19][C:20]([O:22][CH3:23])=[O:21])=[CH:15][C:14]=3[Cl:24])[S:3][C:4]=2[CH:10]=[CH:9][CH:8]=1 |f:2.3|. Procedure: In xylene (7 ml), 2-bromo-4-chlorobenzothiazole (647 mg, 2.60 mmol), methyl 4-amino-3-chlorophenylacetate (520 mg, 2.60 mmol), and pyridinium•p-toluenesulfonate (PPTS) (200 mg, 0.80 mmol) were heated under reflux for 7 hours. After cooling, the reaction mixture was distilled under reduced pressure to remove the solvent. The residue was purified by chromatography on a silica gel column, whereby from n-hexane/ethyl acetate (6:1, v/v) eluate fractions, methyl (4-(4-chloro-2-benzothiazolyl)amino-3-c...